Dataset: the Open Reaction Database (ORD), a public repository of structured organic reaction records. Task: describe an organic reaction: reactants, conditions, products, and yield Reactants: C, CO, O=[N+]([O-])c1ccc(CCCF)c(C(F)(F)F)c1, [Pd]. The product is Nc1ccc(CCCF)c(C(F)(F)F)c1. Reaction SMILES: [C:20].[CH3:18][OH:19].[F:1][CH2:2][CH2:3][CH2:4][c:5]1[c:6]([C:14]([F:15])([F:16])[F:17])[cH:7][c:8]([N+:11]([O-:12])=[O:13])[cH:9][cH:10]1.[Pd:21]>>[F:1][CH2:2][CH2:3][CH2:4][c:5]1[c:6]([C:14]([F:15])([F:16])[F:17])[cH:7][c:8]([NH2:11])[cH:9][cH:10]1.